From a dataset of the Open Reaction Database (ORD), a public repository of structured organic reaction records. describe an organic reaction: reactants, conditions, products, and yield Starting materials: C(C)OC(=O)CCC1=CN(C2=CC=CC=C12)C=1C=NC=CC1 (3-[2-(ethoxycarbonyl)ethyl]-N-(3-pyridyl)indole), [H-].C(C(C)C)[Al+]CC(C)C (diisobutylaluminum hydride). Solvent: C(Cl)Cl (methylene chloride), C1(=CC=CC=C1)C (toluene). Reaction conditions: time 8 minute. Product: C(=O)CCC1=CN(C2=CC=CC=C12)C=1C=NC=CC1 (3-(2-formylethyl)-N-(3-pyridyl)indole). RXN SMILES: C([O:3][C:4]([CH2:6][CH2:7][C:8]1[C:16]2[C:11](=[CH:12][CH:13]=[CH:14][CH:15]=2)[N:10]([C:17]2[CH:18]=[N:19][CH:20]=[CH:21][CH:22]=2)[CH:9]=1)=O)C.[H-].C([Al+]CC(C)C)C(C)C>C(Cl)Cl.C1(C)C=CC=CC=1>[CH:4]([CH2:6][CH2:7][C:8]1[C:16]2[C:11](=[CH:12][CH:13]=[CH:14][CH:15]=2)[N:10]([C:17]2[CH:18]=[N:19][CH:20]=[CH:21][CH:22]=2)[CH:9]=1)=[O:3] |f:1.2|. Procedure details: A solution of 2.7 g of 3-[2-(ethoxycarbonyl)ethyl]-N-(3-pyridyl)indole in 50 ml of dry methylene chloride under nitrogen is cooled to -75° and 10.6 ml of 1.75M diisobutylaluminum hydride in toluene is added dropwise. The reaction is stirred for 8 minutes and quenched with 10 ml of water at -75°. Cooling is stopped and the layers are separated. The organic phase is washed with water, dried over potassium carbonate and evaporated to a solid which is recrystallized from ether-hexane to yield 3-(2-f... Starting materials: O=C([O-])[O-], CN(C)C=O, ClP(Cl)(c1ccccc1)(c1ccccc1)c1ccccc1, Cc1sc2ccc3ccccc3c2c(=O)c1I, [K+], [K+], O, OB(O)c1ccccc1, [Pd]. Yields the product Cc1sc2ccc3ccccc3c2c(=O)c1-c1ccccc1. RXN SMILES: [C:27](=[O:28])([O-:29])[O-:30].[CH3:33][N:34]([CH3:35])[CH:36]=[O:37].[Cl:40][P:41]([Cl:42])([c:43]1[cH:44][cH:45][cH:46][cH:47][cH:48]1)([c:49]1[cH:50][cH:51][cH:52][cH:53][cH:54]1)[c:55]1[cH:56][cH:57][cH:58][cH:59][cH:60]1.[I:1][c:2]1[c:3]([CH3:17])[s:4][c:5]2[cH:6][cH:7][c:8]3[c:9]([c:10]2[c:11]1=[O:12])[cH:13][cH:14][cH:15][cH:16]3.[K+:31].[K+:32].[OH2:38].[OH:18][B:19]([OH:20])[c:21]1[cH:22][cH:23][cH:24][cH:25][cH:26]1.[Pd:39]>>[c:2]1(-[c:21]2[cH:22][cH:23][cH:24][cH:25][cH:26]2)[c:3]([CH3:17])[s:4][c:5]2[cH:6][cH:7][c:8]3[c:9]([c:10]2[c:11]1=[O:12])[cH:13][cH:14][cH:15][cH:16]3. The reactants are CC(Cl)OC(=O)Cl, ClCCCl, O=C1OC(c2ccccc2)(c2ccccc2)C2CN(Cc3ccccc3)CCN12. Yields the product O=C1OC(c2ccccc2)(c2ccccc2)C2CNCCN12. As a reaction SMILES: [Cl:30][C:31]([O:32][CH:33]([Cl:34])[CH3:35])=[O:36].[Cl:37][CH2:38][CH2:39][Cl:40].[c:1]1([C:7]2([c:24]3[cH:25][cH:26][cH:27][cH:28][cH:29]3)[O:8][C:9](=[O:23])[N:10]3[CH:11]2[CH2:12][N:13]([CH2:16][c:17]2[cH:18][cH:19][cH:20][cH:21][cH:22]2)[CH2:14][CH2:15]3)[cH:2][cH:3][cH:4][cH:5][cH:6]1>>[c:1]1([C:7]2([c:24]3[cH:25][cH:26][cH:27][cH:28][cH:29]3)[O:8][C:9](=[O:23])[N:10]3[CH:11]2[CH2:12][NH:13][CH2:14][CH2:15]3)[cH:2][cH:3][cH:4][cH:5][cH:6]1. The reactants are C(C)(=O)N1C(CCC2=C(C(CCC1)=O)C=CC(=C2)Cl)=O (4-acetyl-11-chloro-1,2,4,5,6,7-hexahydro-4-benzazecine-3,8-dione), C[O-].[Na+] (sodium methanolate). The solvent is CO (methanol). Reaction conditions: time 2 hour. The product is ClC1=CC2=C(C(CCCNC(CC2)=O)=O)C=C1 (11-chloro-1,2,4,5,6,7-hexahydro-4-benzazecine-3,8-dione). As a reaction SMILES: C([N:4]1[CH2:13][CH2:12][CH2:11][C:10](=[O:14])[C:9]2[CH:15]=[CH:16][C:17]([Cl:19])=[CH:18][C:8]=2[CH2:7][CH2:6][C:5]1=[O:20])(=O)C.C[O-].[Na+]>CO>[Cl:19][C:17]1[CH:16]=[CH:15][C:9]2[C:10](=[O:14])[CH2:11][CH2:12][CH2:13][NH:4][C:5](=[O:20])[CH2:6][CH2:7][C:8]=2[CH:18]=1 |f:1.2|. Procedure details: A solution of 2.05 g (7 mmol) of 4-acetyl-11-chloro-1,2,4,5,6,7-hexahydro-4-benzazecine-3,8-dione in 30 ml of methanol was treated with 0.85 g (15.4 mmol) of sodium methanolate, stirred at room temperature for 2 hours, the reaction mixture was concentrated in vacuo, treated with water and extracted at pH 14 with chloroform. After drying the chloroform phase with sodium sulphate and distillation of the solvent in vacuo there was obtained 11-chloro-1,2,4,5,6,7-hexahydro-4-benzazecine-3,8-dione of ... Starting materials: COC(CC1=CC(=CC=C1)NC(=O)C=1OC(=CC1)Br)=O ({3-[(5-Bromo-furan-2-carbonyl)-amino]-phenyl}-acetic acid methyl ester), ClC=1C=C(C=CC1Cl)B(O)O (3,4-dichloro-phenylboronic acid). Product: COC(CC1=CC(=CC=C1)NC(=O)C=1OC(=CC1)C1=CC(=C(C=C1)Cl)Cl)=O ((3-{[5-(3,4-Dichloro-phenyl)-furan-2-carbonyl]-amino}-phenyl)-acetic acid methyl ester). Reaction SMILES: [CH3:1][O:2][C:3](=[O:20])[CH2:4][C:5]1[CH:10]=[CH:9][CH:8]=[C:7]([NH:11][C:12]([C:14]2[O:15][C:16](Br)=[CH:17][CH:18]=2)=[O:13])[CH:6]=1.[Cl:21][C:22]1[CH:23]=[C:24](B(O)O)[CH:25]=[CH:26][C:27]=1[Cl:28]>>[CH3:1][O:2][C:3](=[O:20])[CH2:4][C:5]1[CH:10]=[CH:9][CH:8]=[C:7]([NH:11][C:12]([C:14]2[O:15][C:16]([C:25]3[CH:24]=[CH:23][C:22]([Cl:21])=[C:27]([Cl:28])[CH:26]=3)=[CH:17][CH:18]=2)=[O:13])[CH:6]=1. Procedure: Methyl ester (16) (100 mg, 0.30 mmol) was coupled to 3,4-dichloro-phenylboronic acid (61 mg, 0.33 mmol) using Method E. The crude compound was purified by column chromatography, eluting in 17% EtOAc in heptane to give the title compound. Starting materials: CC(=O)Oc1c(C)c(C)c2c(c1C)CCC(C)(COc1ccc(N)cc1)O2, C=CC(=O)OCC, CC(C)=O, Cl, O=N[O-], [Na+], O. Product: CCOC(=O)C(Cl)Cc1ccc(OCC2(C)CCc3c(C)c(OC(C)=O)c(C)c(C)c3O2)cc1. As a reaction SMILES: [C:1]([CH3:2])(=[O:3])[O:4][c:5]1[c:6]([CH3:27])[c:7]2[c:12]([c:13]([CH3:16])[c:14]1[CH3:15])[O:11][C:10]([CH3:17])([CH2:18][O:19][c:20]1[cH:21][cH:22][c:23]([NH2:26])[cH:24][cH:25]1)[CH2:9][CH2:8]2.[C:33]([CH:34]=[CH2:35])(=[O:36])[O:37][CH2:38][CH3:39].[CH3:40][C:41](=[O:42])[CH3:43].[ClH:28].[N:29]([O-:30])=[O:31].[Na+:32].[OH2:44]>>[C:1]([CH3:2])(=[O:3])[O:4][c:5]1[c:6]([CH3:27])[c:7]2[c:12]([c:13]([CH3:16])[c:14]1[CH3:15])[O:11][C:10]([CH3:17])([CH2:18][O:19][c:20]1[cH:21][cH:22][c:23]([CH2:35][CH:34]([Cl:28])[C:33](=[O:36])[O:37][CH2:38][CH3:39])[cH:24][cH:25]1)[CH2:9][CH2:8]2. The reactants are CC1CCCN1CCCOc1ccc(-c2ccc(SCc3ccccc3)nn2)cc1, O, OO. The product is CC1CCCN1CCCOc1ccc(-c2ccc(S(=O)Cc3ccccc3)nn2)cc1. As a reaction SMILES: [CH2:1]([c:2]1[cH:3][cH:4][cH:5][cH:6][cH:7]1)[S:8][c:9]1[n:10][n:11][c:12](-[c:15]2[cH:16][cH:17][c:18]([O:21][CH2:22][CH2:23][CH2:24][N:25]3[CH:26]([CH3:30])[CH2:27][CH2:28][CH2:29]3)[cH:19][cH:20]2)[cH:13][cH:14]1.[OH2:33].[OH:31][OH:32]>>[CH2:1]([c:2]1[cH:3][cH:4][cH:5][cH:6][cH:7]1)[S:8]([c:9]1[n:10][n:11][c:12](-[c:15]2[cH:16][cH:17][c:18]([O:21][CH2:22][CH2:23][CH2:24][N:25]3[CH:26]([CH3:30])[CH2:27][CH2:28][CH2:29]3)[cH:19][cH:20]2)[cH:13][cH:14]1)=[O:31]. Reactants: O.ON1N=NC2=C1C=CC=C2 (1-hydroxybenzotriazole monohydrate), crude product, Cl.C(C)N=C=NCCCN(C)C (1-ethyl-3-(3-dimethylaminopropyl)carbodiimide hydrochloride), C(C)(=O)OCC.Cl (hydrogen chloride-ethyl acetate), N1N=C(C2=CC=CC=C12)/C=C/C1=CC=C(C(=O)O)C=C1 ((E)-4-[2-(1H-indazol-3-yl)vinyl]benzoic acid), CN1CCOCC1 (N-methylmorpholine), COCCN1C(CNCC1)=O (1-(2-methoxyethyl)piperazin-2-one). Yields the product Cl.N1N=C(C2=CC=CC=C12)/C=C/C1=CC=C(C(=O)N2CC(N(CC2)CCOC)=O)C=C1 ((E)-4-{4-[2-(1H-indazol-3-yl)vinyl]benzoyl}-1-(2-methoxyethyl)piperazin-2-one hydrochloride). Isolated yield 12.0%. Reaction SMILES: [NH:1]1[C:9]2[C:4](=[CH:5][CH:6]=[CH:7][CH:8]=2)[C:3](/[CH:10]=[CH:11]/[C:12]2[CH:20]=[CH:19][C:15]([C:16]([OH:18])=O)=[CH:14][CH:13]=2)=[N:2]1.CN1CCOCC1.[ClH:28].C(N=C=NCCCN(C)C)C.O.ON1C2C=CC=CC=2N=N1.[CH3:51][O:52][CH2:53][CH2:54][N:55]1[CH2:60][CH2:59][NH:58][CH2:57][C:56]1=[O:61].C(OCC)(=O)C.Cl>>[ClH:28].[NH:1]1[C:9]2[C:4](=[CH:5][CH:6]=[CH:7][CH:8]=2)[C:3](/[CH:10]=[CH:11]/[C:12]2[CH:13]=[CH:14][C:15]([C:16]([N:58]3[CH2:59][CH2:60][N:55]([CH2:54][CH2:53][O:52][CH3:51])[C:56](=[O:61])[CH2:57]3)=[O:18])=[CH:19][CH:20]=2)=[N:2]1 |f:2.3,4.5,7.8,9.10|. Reported procedure: The crude product obtained using (E)-4-[2-(1H-indazol-3-yl)vinyl]benzoic acid (50.0 mg, 0.189 mmol) obtained in Step 6 of Example 1, N-methylmorpholine (0.0415 mL, 0.378 mmol), 1-ethyl-3-(3-dimethylaminopropyl)carbodiimide hydrochloride (50.7 mg, 0.265 mmol), 1-hydroxybenzotriazole monohydrate (33.2 mg, 0.246 mmol) and 1-(2-methoxyethyl)piperazin-2-one (44.8 mg, 0.284 mmol) in a similar manner to Step 7 of Example 1, was treated with hydrogen chloride-ethyl acetate solution (4 mol/L, 0.236 mL) t...